describe an organic reaction: reactants, conditions, products, and yield From a dataset of the Open Reaction Database (ORD), a public repository of structured organic reaction records. The yield is 51.0%. Product: CN1CCCC2=CC(=CC=C12)C(CCC)=O (1-(1-methyl-1,2,3,4-tetrahydroquinolin-6-yl)butan-1-one). Reaction conditions: temperature 50 celsius, time 8 hour. The reactants are CN1CCCC2=CC(=CC=C12)C#N (1-methyl-1,2,3,4-tetrahydroquinoline-6-carbonitrile), C(CC)[Mg]Cl (n-PrMgCl), C1CCOC1 (THF). Reaction SMILES: [CH3:1][N:2]1[C:11]2[C:6](=[CH:7][C:8]([C:12]#N)=[CH:9][CH:10]=2)[CH2:5][CH2:4][CH2:3]1.[CH2:14]([Mg]Cl)[CH2:15][CH3:16].C1C[O:22]CC1>>[CH3:1][N:2]1[C:11]2[C:6](=[CH:7][C:8]([C:12](=[O:22])[CH2:14][CH2:15][CH3:16])=[CH:9][CH:10]=2)[CH2:5][CH2:4][CH2:3]1. Procedure details: To a solution of 1-methyl-1,2,3,4-tetrahydroquinoline-6-carbonitrile (4.53 g, 26.3 mmol) in THF (30 mL) was added n-PrMgCl (2.0M in ether, 26.3 mL, 52.6 mmol, 2.0 eq) at room temperature. Then the mixture was heated to 50° C. and stirred overnight. The reaction was quenched with ice cold 1N HCl and stirred overnight. The biphasic mixture was extracted by CH2Cl2 (3×40 mL). The combined organic layers were dried over Na2SO4 then concentrated to give a crude product which was purified by flash colu...